This data is from the Open Reaction Database (ORD), a public repository of structured organic reaction records. The task is: describe an organic reaction: reactants, conditions, products, and yield Starting materials: OC1=C(C=CC(=C1)O)CC1=C(C(=CC(=C1)Cl)CC1=C(C=C(C=C1)O)O)O (2,6-bis(2,4-dihydroxy phenyl methyl)-4-chlorophenol), [OH-].[Na+] (sodium hydroxide), C=O (formaldehyde), ClC1=CC=C(C=C1)O (parachlorophenol). The solvent is O (water). Yields the product OCC1=C(C(=CC(=C1)Cl)CO)O (2,6-bis hydroxy methyl -4-chlorophenol). Reaction SMILES: [OH:1][C:2]1C=C(O)C=CC=1CC1C=C(Cl)C=C(CC2C=CC(O)=CC=2O)C=1O.[CH2:27]=[O:28].[Cl:29][C:30]1[CH:35]=[CH:34][C:33]([OH:36])=[CH:32][CH:31]=1.[OH-].[Na+]>O>[OH:1][CH2:2][C:34]1[CH:35]=[C:30]([Cl:29])[CH:31]=[C:32]([CH2:27][OH:28])[C:33]=1[OH:36] |f:3.4|. Reported procedure: The heat reactable 2,6-bis(2,4-dihydroxy phenyl methyl)-4-chlorophenol composition used in the dip of the present invention is made by the process of first reacting about 2 mols of formaldehyde with 1 mol of parachlorophenol in water containing sodium hydroxide. The precipitated sodium salt is filtered off, washed, dissolved in hot water acidified with acetic acid, cooled, filtered and washed until free of acid. The resulting intermediate product can then be recrystallized from alcohol to obtain... The reactants are BrCCCC#CC1=CC=C(C=C1)NC(C(F)(F)F)=O (N-(4-(5-bromopent-1-yn-1-yl)phenyl)-2,2,2-trifluoroacetamide), ClCCCC#CC1=CC=C(C=C1)[N+](=O)[O-] (1-(5-chloropent-1-yn-1-yl)-4-nitrobenzene), C11H11BrNO2. Product: BrCCCC#CC1=CC=C(C=C1)[N+](=O)[O-] (1-(5-bromopent-1-yn-1-yl)-4-nitrobenzene). As a reaction SMILES: [Br:1]CCCC#CC1C=CC(NC(=O)C(F)(F)F)=CC=1.Cl[CH2:21][CH2:22][CH2:23][C:24]#[C:25][C:26]1[CH:31]=[CH:30][C:29]([N+:32]([O-:34])=[O:33])=[CH:28][CH:27]=1>>[Br:1][CH2:21][CH2:22][CH2:23][C:24]#[C:25][C:26]1[CH:31]=[CH:30][C:29]([N+:32]([O-:34])=[O:33])=[CH:28][CH:27]=1. Reported procedure: The title compound was synthesized in a manner analogous to that described for Intermediate 40, using Intermediate 41 as a substrate. ES/MS calcd. for C11H11BrNO2+ 268.0. Found m/z=268.1 (M+H)+. Reactants: [N+](=O)(O)[O-] (HNO3), CC=1NC=C(C1C(C)=O)C (1-(2,4-dimethyl-1H-pyrrol-3-yl)-ethanone), ice water. Run in CC(=O)OC(=O)C (Ac2O), CC(=O)OC(=O)C (Ac2O). Conditions: time 15 minute. The product is CC=1NC(=C(C1C(C)=O)C)[N+](=O)[O-] (1-(2,4-dimethyl-5-nitro-1H-pyrrol-3-yl)-ethanone). Reaction SMILES: [N+:1]([O-:4])(O)=[O:2].[CH3:5][C:6]1[NH:7][CH:8]=[C:9]([CH3:14])[C:10]=1[C:11](=[O:13])[CH3:12]>CC(OC(C)=O)=O>[CH3:5][C:6]1[NH:7][C:8]([N+:1]([O-:4])=[O:2])=[C:9]([CH3:14])[C:10]=1[C:11](=[O:13])[CH3:12]. Procedure: HNO3 (0.28 mL of a 69% w/v aq solution, 4.37 mmol) was added dropwise to Ac2O (5 mL) at room temperature, keeping the internal temperature ≦25° C. The nitrating mixture was stirred at room temperature for 15 min before cooling to −40° C. 1-(2,4-dimethyl-1H-pyrrol-3-yl)-ethanone (500 mg, 3.64 mmol) was dissolved in Ac2O (6 mL) and added dropwise, keeping the internal temperature ≦−30° C. The mixture was stirred at −40° C. for 30 min then at −10° C. for a further 30 min. The mixture was poured int... Starting materials: O1C(COCC1)=O (1.4-dioxan-2-one), NC1=C(C=CC=C1)N (1.2-diaminobenzene). The solvent is C1(=CC(=CC(=C1)C)C)C (mesitylene). Product: OCCOCC=1NC2=C(N1)C=CC=C2 (2-(2-Hydroxyethoxymethyl)-benzimidazole). As a reaction SMILES: [O:1]1[CH2:6][CH2:5][O:4][CH2:3][C:2]1=O.[NH2:8][C:9]1[CH:14]=[CH:13][CH:12]=[CH:11][C:10]=1[NH2:15]>C1(C)C=C(C)C=C(C)C=1>[OH:1][CH2:6][CH2:5][O:4][CH2:3][C:2]1[NH:8][C:9]2[CH:14]=[CH:13][CH:12]=[CH:11][C:10]=2[N:15]=1. Procedure details: Using a Dean-Stark separator, 1.4-dioxan-2-one (204 g, 20 mmol) and 1.2-diaminobenzene (2.16 g, 20 mmol) were heated under reflux in mesitylene (150 ml) for 10 h. The crystals formed on cooling were then filtered off with suction (2.94 g. 77% of theory). Rf (dichloromethane:methanol 10:1)=0.45, MS (EI)=192 (M+, 20%), 148 (20%), 147 (40%), 132 (100%), 1H-NMR (DMSO-d6): 3.6 (4H, s); 4.65 (1H, s); 4.7 (2H, s); 7.1-7.2 (2H, m); 7.45 (1H, d); 7.55 (1H, d); 12.4 (1H, br s).